Dataset: the Open Reaction Database (ORD), a public repository of structured organic reaction records. Task: describe an organic reaction: reactants, conditions, products, and yield Starting materials: Brc1cnc(Br)s1, CCN(C(C)C)C(C)C, CC(C)(C)OC(=O)N1CCNCC1. Yields the product CC(C)(C)OC(=O)N1CCN(c2ncc(Br)s2)CC1. Reaction SMILES: [Br:1][c:2]1[s:3][c:4]([Br:7])[cH:5][n:6]1.[CH:21]([N:22]([CH2:23][CH3:24])[CH:25]([CH3:26])[CH3:27])([CH3:28])[CH3:29].[N:8]1([C:14](=[O:15])[O:16][C:17]([CH3:18])([CH3:19])[CH3:20])[CH2:9][CH2:10][NH:11][CH2:12][CH2:13]1>>[c:2]1([N:11]2[CH2:10][CH2:9][N:8]([C:14](=[O:15])[O:16][C:17]([CH3:18])([CH3:19])[CH3:20])[CH2:13][CH2:12]2)[s:3][c:4]([Br:7])[cH:5][n:6]1. The reactants are CI (methyl iodide), [H-].[Na+] (Sodium hydride), C(C)(C)(C)OC(=O)N1C(CN(CC1)C(=O)OC(C)(C)C)C(O)C1=C(C=CC=C1)N1C=NC=2N(C(N(C(C12)=O)C)=O)C (2-[[2-(1,3-dimethyl-2,6-dioxo-1,2,3,6-tetrahydropurin-7-yl)-phenyl]hydroxymethyl]piperazine-1,4-dicarboxylic acid di-tert-butyl ester), C(=S)=S (carbon disulfide). Solvent: O (water), C(C)(=O)OCC (ethyl acetate), O1CCCC1 (tetrahydrofuran). Conditions: time 20 minute. The product is C(C)(C)(C)OC(=O)N1C(CN(CC1)C(=O)OC(C)(C)C)C(OC(=S)SC)C1=C(C=CC=C1)N1C=NC=2N(C(N(C(C12)=O)C)=O)C (2-[1-[2-(1,3-Dimethyl-2,6-dioxo-1,2,3,6-tetrahydropurin-7-yl)phenyl]-1-methylsulfanylthiocarbonyloxymethyl]piperazine-1,4-dicarboxylic acid di-tert-butyl ester). As a reaction SMILES: [H-].[Na+].[C:3]([O:7][C:8]([N:10]1[CH2:15][CH2:14][N:13]([C:16]([O:18][C:19]([CH3:22])([CH3:21])[CH3:20])=[O:17])[CH2:12][CH:11]1[CH:23]([C:25]1[CH:30]=[CH:29][CH:28]=[CH:27][C:26]=1[N:31]1[C:39]2[C:38](=[O:40])[N:37]([CH3:41])[C:36](=[O:42])[N:35]([CH3:43])[C:34]=2[N:33]=[CH:32]1)[OH:24])=[O:9])([CH3:6])([CH3:5])[CH3:4].[C:44](=[S:46])=[S:45].[CH3:47]I>O1CCCC1.O.C(OCC)(=O)C>[C:3]([O:7][C:8]([N:10]1[CH2:15][CH2:14][N:13]([C:16]([O:18][C:19]([CH3:22])([CH3:21])[CH3:20])=[O:17])[CH2:12][CH:11]1[CH:23]([C:25]1[CH:30]=[CH:29][CH:28]=[CH:27][C:26]=1[N:31]1[C:39]2[C:38](=[O:40])[N:37]([CH3:41])[C:36](=[O:42])[N:35]([CH3:43])[C:34]=2[N:33]=[CH:32]1)[O:24][C:44]([S:46][CH3:47])=[S:45])=[O:9])([CH3:4])([CH3:5])[CH3:6] |f:0.1|. Procedure: Sodium hydride (60% oleaginous) was added to a solution of 2-[[2-(1,3-dimethyl-2,6-dioxo-1,2,3,6-tetrahydropurin-7-yl)-phenyl]hydroxymethyl]piperazine-1,4-dicarboxylic acid di-tert-butyl ester (low polarity) (0.214 g) in tetrahydrofuran (10 ml) at 0° C. under nitrogen atmosphere, and the mixture was stirred at room temperature for 20 minutes. The temperature of the mixture was returned to 0° C., carbon disulfide (0.045 ml) was added thereto, and the mixture was stirred for 1 hour. Then, methyl i... The reactants are C(C)(=O)OCC=1NC2=CC=C(C=C2C1)OCC1=CC=CC=C1 ([5-(benzyloxy)-1H-indol-2-yl]methyl acetate), CC1=CC=C(CBr)C=C1 (4-methylbenzyl bromide). Product: C(C)(=O)OCC=1N(C2=CC=C(C=C2C1)OCC1=CC=CC=C1)CC1=CC=C(C=C1)C ([5-(Benzyloxy)-1-(4-methylbenzyl)-1H-indol-2-yl]methyl acetate). RXN SMILES: [C:1]([O:4][CH2:5][C:6]1[NH:7][C:8]2[C:13]([CH:14]=1)=[CH:12][C:11]([O:15][CH2:16][C:17]1[CH:22]=[CH:21][CH:20]=[CH:19][CH:18]=1)=[CH:10][CH:9]=2)(=[O:3])[CH3:2].[CH3:23][C:24]1[CH:31]=[CH:30][C:27]([CH2:28]Br)=[CH:26][CH:25]=1>>[C:1]([O:4][CH2:5][C:6]1[N:7]([CH2:23][C:24]2[CH:31]=[CH:30][C:27]([CH3:28])=[CH:26][CH:25]=2)[C:8]2[C:13]([CH:14]=1)=[CH:12][C:11]([O:15][CH2:16][C:17]1[CH:22]=[CH:21][CH:20]=[CH:19][CH:18]=1)=[CH:10][CH:9]=2)(=[O:3])[CH3:2]. Procedure details: The title compound was prepared from [5-(benzyloxy)-1H-indol-2-yl]methyl acetate and 4-methylbenzyl bromide in substantially the same manner, as described in step 3 of Example 4. The product was obtained as a white solid. Mass spectrum (ESI, [M+H]+) m/z 400. 1H NMR (300 MHz, DMSO-d6) δ 7.45 (d, 2H, J=8.34 Hz), 7.37 (t, 2H, J=7.19 Hz), 7.31 (d, 1H, J=7.30 Hz), 7.26 (d, 1H, J=7.56 Hz), 7.15 (d, 1H, J=2.44 Hz), 7.07 (d, 2H, J=8.76 Hz), 6.85 (d, 2H, J=8.81 Hz), 6.84 (s, 1H), 6.25 (s, 1H), 5.35 (s, 2...